This data is from the Open Reaction Database (ORD), a public repository of structured organic reaction records. The task is: describe an organic reaction: reactants, conditions, products, and yield The reactants are ClC1=C(C=CC2=C1C(N(CC=1N2C=NC1C1=NOC(=N1)CN(CC)CC)C)=O)F (7-chloro-3-(5-diethylaminomethyl-1,2,4-oxadiazol-3-yl)-8-fluoro-5-methyl-5,6-dihydro-4H-imidazo[1,5-a][1,4]benzodiazepin-6-one), Cl (hydrochloric acid), CCOCC (ether). The solvent is C(C)O (ethanol). Reaction conditions: time 10 minute. Product: Cl.ClC1=C(C=CC2=C1C(N(CC=1N2C=NC1C1=NOC(=N1)CN(CC)CC)C)=O)F (7-chloro-3-(5-diethylaminomethyl-1,2,4-oxadiazol-3-yl)-8-fluoro-5-methyl-5,6-dihydro-4H-imidazo[1,5-a][1,4]benzodiazepine-6-one hydrochloride). Isolated yield 188.0%. RXN SMILES: [Cl:1][C:2]1[C:7]2[C:8](=[O:28])[N:9]([CH3:27])[CH2:10][C:11]3[N:12]([CH:13]=[N:14][C:15]=3[C:16]3[N:20]=[C:19]([CH2:21][N:22]([CH2:25][CH3:26])[CH2:23][CH3:24])[O:18][N:17]=3)[C:6]=2[CH:5]=[CH:4][C:3]=1[F:29].Cl.CCOCC>C(O)C>[ClH:1].[Cl:1][C:2]1[C:7]2[C:8](=[O:28])[N:9]([CH3:27])[CH2:10][C:11]3[N:12]([CH:13]=[N:14][C:15]=3[C:16]3[N:20]=[C:19]([CH2:21][N:22]([CH2:23][CH3:24])[CH2:25][CH3:26])[O:18][N:17]=3)[C:6]=2[CH:5]=[CH:4][C:3]=1[F:29] |f:4.5|. Procedure details: 1.28 g (3.06 mmol) of 7-chloro-3-(5-diethylaminomethyl-1,2,4-oxadiazol-3-yl)-8-fluoro-5-methyl-5,6-dihydro-4H-imidazo[1,5-a][1,4]benzodiazepin-6-one in 20 ml of ethanol were treated with 0.91 ml (3.36 mmol) of 3.7N ethanolic hydrochloric acid. After stirring at room temperature for 10 minutes the white suspension obtained was treated with 100 ml of ether and suction filtered. There were obtained 1.31 g (94%) of 7-chloro-3-(5-diethylaminomethyl-1,2,4-oxadiazol-3-yl)-8-fluoro-5-methyl-5,6-dihydro-...